Dataset: the Open Reaction Database (ORD), a public repository of structured organic reaction records. Task: describe an organic reaction: reactants, conditions, products, and yield Starting materials: CN(C)C(=S)Cl, CN(C)C=O, CCOC(C)=O, O=[N+]([O-])c1cc(Cl)c(O)c(Cl)c1, C1CN2CCN1CC2. The product is CN(C)C(=S)Oc1c(Cl)cc([N+](=O)[O-])cc1Cl. As a reaction SMILES: [CH3:21][N:22]([C:23](=[S:24])[Cl:25])[CH3:26].[CH3:27][N:28]([CH3:29])[CH:30]=[O:31].[CH3:32][CH2:33][O:34][C:35](=[O:36])[CH3:37].[Cl:1][c:2]1[c:3]([OH:12])[c:4]([Cl:11])[cH:5][c:6]([N+:8](=[O:9])[O-:10])[cH:7]1.[N:13]12[CH2:14][CH2:15][N:16]([CH2:17][CH2:18]1)[CH2:19][CH2:20]2>>[Cl:1][c:2]1[c:3]([O:12][C:23]([N:22]([CH3:21])[CH3:26])=[S:24])[c:4]([Cl:11])[cH:5][c:6]([N+:8](=[O:9])[O-:10])[cH:7]1. The reactants are ClC=1C=[N+](C=C(C1C[C@@H](C1=CC(=C(C=C1)OC)OC)OC(=O)C=1SC(=CC1)C=O)Cl)[O-] ([(1S)-2-(3,5-dichloro-1-oxidopyridin-1-ium-4-yl)-1-(3,4-dimethoxyphenyl)ethyl]5-formylthiophene-2-carboxylate), FC1=C(N)C=CC=C1 (2-fluoroaniline), C(C)(=O)O[BH-](OC(C)=O)OC(C)=O.[Na+] (Sodium triacetoxyborohydride), C(C)(=O)O (acetic acid). Run in ClCCl (dichloromethane), O (Water). Reaction conditions: time 6 hour. The product is ClC=1C=[N+](C=C(C1C[C@@H](C1=CC(=C(C=C1)OC)OC)OC(=O)C=1SC(=CC1)CNC1=C(C=CC=C1)F)Cl)[O-] ([(1S)-2-(3,5-Dichloro-1-oxido-pyridin-1-ium-4-yl)-1-(3,4-dimethoxyphenyl)ethyl]5-[(2-fluoroanilino)methyl]thiophene-2-carboxylate). Isolated yield 32.7%. RXN SMILES: [Cl:1][C:2]1[CH:3]=[N+:4]([O-:31])[CH:5]=[C:6]([Cl:30])[C:7]=1[CH2:8][C@H:9]([O:20][C:21]([C:23]1[S:24][C:25]([CH:28]=O)=[CH:26][CH:27]=1)=[O:22])[C:10]1[CH:15]=[CH:14][C:13]([O:16][CH3:17])=[C:12]([O:18][CH3:19])[CH:11]=1.[F:32][C:33]1[CH:39]=[CH:38][CH:37]=[CH:36][C:34]=1[NH2:35].C(O)(=O)C.C(O[BH-](OC(=O)C)OC(=O)C)(=O)C.[Na+]>ClCCl.O>[Cl:30][C:6]1[CH:5]=[N+:4]([O-:31])[CH:3]=[C:2]([Cl:1])[C:7]=1[CH2:8][C@H:9]([O:20][C:21]([C:23]1[S:24][C:25]([CH2:28][NH:35][C:34]2[CH:36]=[CH:37][CH:38]=[CH:39][C:33]=2[F:32])=[CH:26][CH:27]=1)=[O:22])[C:10]1[CH:15]=[CH:14][C:13]([O:16][CH3:17])=[C:12]([O:18][CH3:19])[CH:11]=1 |f:3.4|. Reported procedure: A stirred solution of [(1S)-2-(3,5-dichloro-1-oxidopyridin-1-ium-4-yl)-1-(3,4-dimethoxyphenyl)ethyl]5-formylthiophene-2-carboxylate (128 mg, 0.265 mmol) in dichloromethane (5 mL) was added with 2-fluoroaniline (29 mg, 0.265 mmol) followed by glacial acetic acid (0.015 mL, 0.265 mmol). The reaction was stirred at room temperature for 6 h. Sodium triacetoxyborohydride (140 mg, 0.662 mmol) was added and the reaction was stirred at room temperature for 18 h. Water was added to quench the reaction an... Reactants: C[O-].[Na+] (sodium methoxide), [Na] (sodium), C1(CC1)N1C=C(C(C2=CC(=C(C(=C12)F)N1CC(NCC1)C)F)=O)C(=O)O (1-cyclopropyl-6,8-difluoro-1,4-dihydro-7-(3-methyl-1-piperazinyl)-4-oxo-3-quinolinecarboxylic acid). Solvent: CO (methanol). Run at time 70.5 hour. Yields the product C1(CC1)N1C=C(C(C2=CC(=C(C(=C12)OC)N1CC(NCC1)C)F)=O)C(=O)O (1-cyclopropyl-6-fluoro-1,4-dihydro-8-methoxy-7-(3-methyl-1-piperazinyl)-4-oxo-3-quinolinecarboxylic acid). RXN SMILES: [CH3:1][O-:2].[Na+].[Na].[CH:5]1([N:8]2[C:17]3[C:12](=[CH:13][C:14]([F:26])=[C:15]([N:19]4[CH2:24][CH2:23][NH:22][CH:21]([CH3:25])[CH2:20]4)[C:16]=3F)[C:11](=[O:27])[C:10]([C:28]([OH:30])=[O:29])=[CH:9]2)[CH2:7][CH2:6]1>CO>[CH:5]1([N:8]2[C:17]3[C:12](=[CH:13][C:14]([F:26])=[C:15]([N:19]4[CH2:24][CH2:23][NH:22][CH:21]([CH3:25])[CH2:20]4)[C:16]=3[O:2][CH3:1])[C:11](=[O:27])[C:10]([C:28]([OH:30])=[O:29])=[CH:9]2)[CH2:7][CH2:6]1 |f:0.1,^1:3|. Reported procedure: To a solution of sodium methoxide prepared from sodium (0.4 g) and absolute methanol (20 ml) was added 1-cyclopropyl-6,8-difluoro-1,4-dihydro-7-(3-methyl-1-piperazinyl)-4-oxo-3-quinolinecarboxylic acid (1.12 g), and, the mixture in sealed tube was stirred for 70.5 hours at 140° to 150° C. and then concentrated. The residue was dissolved in small amount of water, the resulting solution was adjusted to pH 7 with acetic acid and concentrated. The resulting residue was purified by silica gel column ... The reactants are N#CC=Cc1c(C2CC2)nc2ccccc2c1-c1ccc(F)cc1, O=CO, Cl, O. The product is O=CC=Cc1c(C2CC2)nc2ccccc2c1-c1ccc(F)cc1. As a reaction SMILES: [CH:1]1([c:4]2[n:5][c:6]3[cH:7][cH:8][cH:9][cH:10][c:11]3[c:12](-[c:18]3[cH:19][cH:20][c:21]([F:24])[cH:22][cH:23]3)[c:13]2[CH:14]=[CH:15][C:16]#[N:17])[CH2:2][CH2:3]1.[CH:25](=[O:26])[OH:27].[ClH:28].[OH2:29]>>[CH:1]1([c:4]2[n:5][c:6]3[cH:7][cH:8][cH:9][cH:10][c:11]3[c:12](-[c:18]3[cH:19][cH:20][c:21]([F:24])[cH:22][cH:23]3)[c:13]2[CH:14]=[CH:15][CH:16]=[O:26])[CH2:2][CH2:3]1. The reactants are CCOC1CNCC1Nc1nc(CC)c(-c2ccc(OC)nc2C(F)(F)F)nc1CC, CCOC1CN(c2nccs2)CC1Nc1nc(CC)c(-c2ccc(Cl)cc2Cl)nc1CC. The product is CCOC1CN(c2nccs2)CC1Nc1nc(CC)c(-c2ccc(OC)nc2C(F)(F)F)nc1CC. Reaction SMILES: [CH2:33]([CH3:34])[O:35][CH:36]1[CH:37]([NH:41][c:42]2[n:43][c:44]([CH2:62][CH3:63])[c:45](-[c:50]3[c:51]([C:58]([F:59])([F:60])[F:61])[n:52][c:53]([O:56][CH3:57])[cH:54][cH:55]3)[n:46][c:47]2[CH2:48][CH3:49])[CH2:38][NH:39][CH2:40]1.[Cl:1][c:2]1[cH:3][c:4]([Cl:5])[cH:6][cH:7][c:8]1-[c:9]1[n:10][c:11]([CH2:12][CH3:13])[c:14]([NH:15][CH:16]2[CH:17]([O:18][CH2:19][CH3:20])[CH2:21][N:22]([c:26]3[s:27][cH:28][cH:29][n:30]3)[CH2:23]2)[n:24][c:25]1[CH2:31][CH3:32]>>[c:26]1([N:39]2[CH2:38][CH:37]([NH:41][c:42]3[n:43][c:44]([CH2:62][CH3:63])[c:45](-[c:50]4[c:51]([C:58]([F:59])([F:60])[F:61])[n:52][c:53]([O:56][CH3:57])[cH:54][cH:55]4)[n:46][c:47]3[CH2:48][CH3:49])[CH:36]([O:35][CH2:33][CH3:34])[CH2:40]2)[s:27][cH:28][cH:29][n:30]1. The reactants are ICC=1N=C(OC1C1=CC=CC=C1)C1=CC=C(C=C1)C (4-iodomethyl-5-phenyl-2-p-tolyloxazole), CC(C(CC)=O)=NO (pentane-2,3-dione-2-oxime), C1=C(C=CC2=CC=CC=C12)C=O (naphthalene-2-carbaldehyde). The product is C(C)C1=C(N=C(O1)C1=CC2=CC=CC=C2C=C1)CI (5-ethyl-4-iodomethyl-2-naphthalen-2-yloxazole). RXN SMILES: [I:1][CH2:2][C:3]1[N:4]=[C:5]([C:14]2[CH:19]=[CH:18][C:17]([CH3:20])=[CH:16][CH:15]=2)[O:6][C:7]=1[C:8]1[CH:13]=CC=CC=1.[CH3:21][C:22](=NO)[C:23](=O)CC.C1C2C(=CC=CC=2)C=CC=1C=O>>[CH2:8]([C:7]1[O:6][C:5]([C:14]2[CH:15]=[CH:16][C:17]3[C:18](=[CH:21][CH:22]=[CH:23][CH:20]=3)[CH:19]=2)=[N:4][C:3]=1[CH2:2][I:1])[CH3:13]. Procedure details: Analogously to the building block synthesis of 4-iodomethyl-5-phenyl-2-p-tolyloxazole, pentane-2,3-dione-2-oxime and naphthalene-2-carbaldehyde gave 5-ethyl-4-iodomethyl-2-naphthalen-2-yloxazole. Reactants: BrC1C2CNC=3C=CC=CC3C21 (bromo-1a,2,3,7b-tetrahydro-1H-cyclopropa[c]quinoline), BrC=1C=2C3C(C(NC2C=CC1)=O)C3 (7-bromo-3,7b-dihydro-1H-cyclopropa[c]quinolin-2(1aH)-one), BrC=1C=NN(C1)CC=1C=C(C(=O)N)C=CC1 (3-((4-bromo-1H-pyrazol-1-yl)methyl)benzamide). Yields the product BrC=1C=NN(C1)CC=1C=C(C=CC1)CN ((3-((4-Bromo-1H-pyrazol-1-yl)methyl)phenyl)methanamine). Reaction SMILES: BrC1C2C1CNC1C=CC=CC=12.BrC1C2C3CC3C(=O)NC=2C=CC=1.[Br:26][C:27]1[CH:28]=[N:29][N:30]([CH2:32][C:33]2[CH:34]=[C:35]([CH:39]=[CH:40][CH:41]=2)[C:36]([NH2:38])=O)[CH:31]=1>>[Br:26][C:27]1[CH:28]=[N:29][N:30]([CH2:32][C:33]2[CH:34]=[C:35]([CH2:36][NH2:38])[CH:39]=[CH:40][CH:41]=2)[CH:31]=1. Procedure: The title compound was prepared using a procedure analogous to bromo-1a,2,3,7b-tetrahydro-1H-cyclopropa[c]quinoline except that 7-bromo-3,7b-dihydro-1H-cyclopropa[c]quinolin-2(1aH)-one was replaced with 3-((4-bromo-1H-pyrazol-1-yl)methyl)benzamide. LCMS, [M+H]+=266.1. 1H NMR (500 MHz, CDCl3) δ 7.47 (s, 1H), 7.36 (s, 1H), 7.33-7.25 (m, 2H), 7.18 (s, 1H), 7.09 (d, J=7.4 Hz, 1H), 5.24 (s, 2H), 3.85 (s, 2H), 1.78 (s, 2H). Yields the product Cc1cc(CC=O)cc2cn[nH]c12. Starting materials: COC=Cc1cc(C)c2[nH]ncc2c1, CCOC(C)=O, [O-][Cl+3]([O-])([O-])O, C1CCOC1, O. Reaction SMILES: [CH3:1][O:2][CH:3]=[CH:4][c:5]1[cH:6][c:7]2[cH:8][n:9][nH:10][c:11]2[c:12]([CH3:14])[cH:13]1.[CH3:26][CH2:27][O:28][C:29](=[O:30])[CH3:31].[Cl+3:15]([OH:16])([O-:17])([O-:18])[O-:19].[O:20]1[CH2:21][CH2:22][CH2:23][CH2:24]1.[OH2:25]>>[O:2]=[CH:3][CH2:4][c:5]1[cH:6][c:7]2[cH:8][n:9][nH:10][c:11]2[c:12]([CH3:14])[cH:13]1. The reactants are C(C)OC(C1=CC(=C(C=C1)O)F)=O (3-Fluoro-4-hydroxybenzoic acid ethyl ester), ClCCN1CCOCC1 (N-(2-chloroethyl)morpholine), C([O-])([O-])=O.[K+].[K+] (Potassium carbonate). Solvent: CN(C)C=O (DMF). Run at temperature 40 celsius, time 8 hour. Product: C(C)OC(C1=CC(=C(C=C1)OCCN1CCOCC1)F)=O (3-Fluoro-4-(2-morpholin-4-yl-ethoxy)-benzoic acid ethyl ester). RXN SMILES: [CH2:1]([O:3][C:4](=[O:13])[C:5]1[CH:10]=[CH:9][C:8]([OH:11])=[C:7]([F:12])[CH:6]=1)[CH3:2].Cl[CH2:15][CH2:16][N:17]1[CH2:22][CH2:21][O:20][CH2:19][CH2:18]1.C(=O)([O-])[O-].[K+].[K+]>CN(C=O)C>[CH2:1]([O:3][C:4](=[O:13])[C:5]1[CH:10]=[CH:9][C:8]([O:11][CH2:15][CH2:16][N:17]2[CH2:22][CH2:21][O:20][CH2:19][CH2:18]2)=[C:7]([F:12])[CH:6]=1)[CH3:2] |f:2.3.4|. Procedure details: 3-Fluoro-4-hydroxybenzoic acid ethyl ester (0.20 g, 1.1 mmol) and N-(2-chloroethyl)morpholine (0.22 g, 1.2 mmol) were dissolved in dry DMF (10 ml). Potassium carbonate (1.88 g, 5 mmol) was added and the turbid reaction mixture was stirred overnight at 40° C. under an argon atmosphere. The reaction mixture was concentrated under reduced pressure and ethyl acetate was added to the residue followed by washing with NaHCO3 (½ sat., 3×), water, brine, dried (MgSO4), filtered. The crude oil was purifie...